Dataset: the Open Reaction Database (ORD), a public repository of structured organic reaction records. Task: describe an organic reaction: reactants, conditions, products, and yield The reactants are CC(C)(C)OC(=O)C(N)(O)CCCCO, CC(C(=O)O)c1cccc(C(=O)c2ccccc2)c1, CN(C)c1ccncc1, CCOC(C)=O, ClCCl, Cl, N=C=N. Product: CC(C)(C)OC(=O)C(N)(O)CCCCO, CC(C(=O)O)c1cccc(C(=O)c2ccccc2)c1. RXN SMILES: [C:1](=[O:2])([O:3][C:4]([CH3:5])([CH3:6])[CH3:7])[C:8]([CH2:9][CH2:10][CH2:11][CH2:12][OH:13])([OH:14])[NH2:15].[CH3:16][CH:17]([C:18]([OH:19])=[O:20])[c:21]1[cH:22][cH:23][cH:24][c:25]([C:27](=[O:28])[c:29]2[cH:30][cH:31][cH:32][cH:33][cH:34]2)[cH:26]1.[CH3:42][N:43]([c:44]1[cH:45][cH:46][n:47][cH:48][cH:49]1)[CH3:50].[CH3:51][CH2:52][O:53][C:54](=[O:55])[CH3:56].[Cl:39][CH2:40][Cl:41].[ClH:35].[NH:36]=[C:37]=[NH:38]>>[C:1](=[O:2])([O:3][C:4]([CH3:5])([CH3:6])[CH3:7])[C:8]([CH2:9][CH2:10][CH2:11][CH2:12][OH:13])([OH:14])[NH2:15].[CH3:16][CH:17]([C:18](=[O:19])[OH:20])[c:21]1[cH:22][cH:23][cH:24][c:25]([C:27](=[O:28])[c:29]2[cH:30][cH:31][cH:32][cH:33][cH:34]2)[cH:26]1. Starting materials: IC1=NN(C2=NC=NC(=C21)N)[C@@H]2CC[C@@H](CC2)N2CCN(CC2)C (cis-3-iodo-1-[4-(4-methylpiperazino)cyclohexyl]-1H-pyrazolo[3,4-d]pyrimidin-4-amine), CC1(OB(OC1(C)C)C=1C=C(C=CC1)NC(OC(C)(C)C)=O)C (tert-butyl N-[3-(4,4,5,5-tetramethyl-1,3,2-dioxaborolan-2-yl)phenyl]carbamate), O.C([O-])([O-])=O.[Na+].[Na+] (sodium carbonate monohydrate), C([O-])(O)=O.[Na+] (sodium bicarbonate). Reagents/catalysts: C=1C=CC(=CC1)[P](C=2C=CC=CC2)(C=3C=CC=CC3)[Pd]([P](C=4C=CC=CC4)(C=5C=CC=CC5)C=6C=CC=CC6)([P](C=7C=CC=CC7)(C=8C=CC=CC8)C=9C=CC=CC9)[P](C=1C=CC=CC1)(C=1C=CC=CC1)C=1C=CC=CC1 (tetrakis(triphenylphosphine)palladium). Run in O (water), COCCOC (DME). Conditions: temperature 85 celsius. The product is NC1=C2C(=NC=N1)N(N=C2C=2C=C(C=CC2)NC(OC(C)(C)C)=O)[C@@H]2CC[C@@H](CC2)N2CCN(CC2)C (cis-tert-butyl N-(3-{4-amino-1-[4-(4-methylpiperazino)cyclohexyl]-1H-pyrazolo[3,4-d]pyrimidin-3-yl}phenyl)carbamate). Yield: 81.1%. As a reaction SMILES: I[C:2]1[C:10]2[C:5](=[N:6][CH:7]=[N:8][C:9]=2[NH2:11])[N:4]([C@H:12]2[CH2:17][CH2:16][C@@H:15]([N:18]3[CH2:23][CH2:22][N:21]([CH3:24])[CH2:20][CH2:19]3)[CH2:14][CH2:13]2)[N:3]=1.CC1(C)C(C)(C)OB([C:33]2[CH:34]=[C:35]([NH:39][C:40](=[O:46])[O:41][C:42]([CH3:45])([CH3:44])[CH3:43])[CH:36]=[CH:37][CH:38]=2)O1.O.C(=O)([O-])[O-].[Na+].[Na+].C(=O)(O)[O-].[Na+]>O.COCCOC.C1C=CC([P]([Pd]([P](C2C=CC=CC=2)(C2C=CC=CC=2)C2C=CC=CC=2)([P](C2C=CC=CC=2)(C2C=CC=CC=2)C2C=CC=CC=2)[P](C2C=CC=CC=2)(C2C=CC=CC=2)C2C=CC=CC=2)(C2C=CC=CC=2)C2C=CC=CC=2)=CC=1>[NH2:11][C:9]1[N:8]=[CH:7][N:6]=[C:5]2[N:4]([C@H:12]3[CH2:17][CH2:16][C@@H:15]([N:18]4[CH2:23][CH2:22][N:21]([CH3:24])[CH2:20][CH2:19]4)[CH2:14][CH2:13]3)[N:3]=[C:2]([C:33]3[CH:34]=[C:35]([NH:39][C:40](=[O:46])[O:41][C:42]([CH3:44])([CH3:43])[CH3:45])[CH:36]=[CH:37][CH:38]=3)[C:10]=12 |f:2.3.4.5,6.7,^1:70,72,91,110|. Procedure details: A mixture of cis-3-iodo-1-[4-(4-methylpiperazino)cyclohexyl]-1H-pyrazolo[3,4-d]pyrimidin-4-amine (1.89 g, 4.28 mmol, 1 equiv), tert-butyl N-[3-(4,4,5,5-tetramethyl-1,3,2-dioxaborolan-2-yl)phenyl]carbamate (1.64 g, 5.14 mmol, 1.2 equiv), tetrakis(triphenylphosphine)palladium (0.271 g, 0.257 mmol, 0.06 equiv), and sodium carbonate monohydrate (1.28 g, 10.3 mmol, 2.4 equiv) in water (13 mL) and DME (18 mL) was heated at 85° C. for 14 h. The mixture was allowed to cool to ambient temperature. Satura...